From a dataset of the Open Reaction Database (ORD), a public repository of structured organic reaction records. describe an organic reaction: reactants, conditions, products, and yield The reactants are BrC1=NC(=CC=C1)C#C (2-Bromo-6-ethynylpyridine), O=C1C(O)=C([O-])[C@H](O1)[C@@H](O)CO.[Na+] (sodium ascorbate), CuSO4.5H2O, C[Si](C)(C)CN=[N+]=[N-] (trimethylsilylmethyl azide). The solvent is CC(C)(C)O (t-BuOH), O (water), O (water), C(=O)(O)[O-].[Na+] (NaHCO3), O (water). Run at time 8 hour. Product: BrC1=NC(=CC=C1)C=1N=NN(C1)C[Si](C)(C)C (2-Bromo-6-{1-[(trimethylsilyl)methyl]-1H-1,2,3-triazol-4-yl}pyridine). As a reaction SMILES: [Br:1][C:2]1[CH:7]=[CH:6][CH:5]=[C:4]([C:8]#[CH:9])[N:3]=1.[CH3:10][Si:11]([CH2:14][N:15]=[N+:16]=[N-:17])([CH3:13])[CH3:12].O=C1O[C@H]([C@H](CO)O)C([O-])=C1O.[Na+]>CC(O)(C)C.O.C([O-])(O)=O.[Na+]>[Br:1][C:2]1[CH:7]=[CH:6][CH:5]=[C:4]([C:8]2[N:17]=[N:16][N:15]([CH2:14][Si:11]([CH3:13])([CH3:12])[CH3:10])[CH:9]=2)[N:3]=1 |f:2.3,6.7|. Reported procedure: 2-Bromo-6-ethynylpyridine (Example 465, Step 1) (350 mg, 1.92 mmol) and trimethylsilylmethyl azide (323 mg, 2.50 mmol) were combined in t-BuOH (4.0 mL) and water (3.0 mL). CuSO4.5H2O (24 mg, 0.096 mmol) in water (0.50 mL) was added, followed by sodium ascorbate (76 mg, 0.39 mmol) in water (0.50 mL). The reaction was stirred at room temperature overnight, diluted with saturated NaHCO3, and extracted with EtOAc (2×). The combined organic layers were washed with brine, dried (MgSO4), filtered, and ... The reactants are [BH4-], O=Cc1ccc(Cl)cc1Br, CO, [Na+], O. Product: OCc1ccc(Cl)cc1Br. Reaction SMILES: [BH4-:11].[Br:1][c:2]1[c:3]([CH:4]=[O:5])[cH:6][cH:7][c:8]([Cl:10])[cH:9]1.[CH3:13][OH:14].[Na+:12].[OH2:15]>>[Br:1][c:2]1[c:3]([CH2:4][OH:5])[cH:6][cH:7][c:8]([Cl:10])[cH:9]1. The reactants are BrC1=CC(=C(C(=C1)C)C(=O)N1CCC(CC1)N1CCCC1)C ((4-bromo-2,6-dimethyl-phenyl)-(4-pyrrolidin-1-yl-piperidin-1-yl)-methanone), CC1=NC(=NC(=C1C(=O)O)C)C1=CC(=CC=C1)C(F)(F)F (4,6-dimethyl-2-(3-trifluoromethyl-phenyl)-pyrimidine-5-carboxylic acid), acid chloride, BrC1=CC(=C(C(=C1)C)C(=O)N1CCC(CC1)N1[C@@H](CCC1)CO)C ((4-bromo-2,6-dimethyl-phenyl)-[4-((S)-2-hydroxymethyl-pyrrolidin-1-yl)-piperidin-1-yl]-methanone), CC1=NC(=NC(=C1C(=O)O)C)C1=CC(=CC=C1)C(F)(F)F (4,6-dimethyl-2-(3-trifluoromethyl-phenyl)-pyrimidine-5-carboxylic acid), N1(CCC(CC1)OC(C1=CC=CC=C1)=O)C1CCNCC1 (benzoic acid [1,4′]bipiperidinyl-4-yl ester). Yields the product CC1=NC(=NC(=C1C(=O)N1CCC(CC1)N1CCC(CC1)O)C)C1=CC(=CC=C1)C(F)(F)F ([4,6-Dimethyl-2-(3-trifluoromethyl-phenyl)-pyrimidin-5-yl]-(4-hydroxy-[1,4′]bipiperidinyl-1′-yl)-methanone). Reaction SMILES: BrC1C=C(C)C(C(N2CCC(N3CCCC3)CC2)=O)=C(C)C=1.BrC1C=C(C)C(C(N2CCC(N3CCC[C@H]3CO)CC2)=O)=C(C)C=1.[CH3:47][C:48]1[C:53]([C:54]([OH:56])=O)=[C:52]([CH3:57])[N:51]=[C:50]([C:58]2[CH:63]=[CH:62][CH:61]=[C:60]([C:64]([F:67])([F:66])[F:65])[CH:59]=2)[N:49]=1.[N:68]1([CH:83]2[CH2:88][CH2:87][NH:86][CH2:85][CH2:84]2)[CH2:73][CH2:72][CH:71]([O:74]C(=O)C2C=CC=CC=2)[CH2:70][CH2:69]1>>[CH3:57][C:52]1[C:53]([C:54]([N:86]2[CH2:85][CH2:84][CH:83]([N:68]3[CH2:73][CH2:72][CH:71]([OH:74])[CH2:70][CH2:69]3)[CH2:88][CH2:87]2)=[O:56])=[C:48]([CH3:47])[N:49]=[C:50]([C:58]2[CH:63]=[CH:62][CH:61]=[C:60]([C:64]([F:65])([F:66])[F:67])[CH:59]=2)[N:51]=1. Reported procedure: In analogy to the procedures described for intermediate 1 and for intermediate 4 B, 4,6-dimethyl-2-(3-trifluoromethyl-phenyl)-pyrimidine-5-carboxylic acid (intermediate 5) was converted into its acid chloride, reacted with benzoic acid [1,4′]bipiperidinyl-4-yl ester (example 22) and subsequently saponified to give the title compound as colorless solid. MS: 463.3 (MH+). The reactants are C1OC=2C=C(C=CC2O1)C(=O)C1=CC=C(C=C1)O (4-Hydroxyphenyl 3,4-methylenedioxyphenyl ketone), ClC1=CC=NC2=CC(=C(C=C12)OC)OC (4-Chloro-6,7-dimethoxyquinoline). Reagents/catalysts: CN(C1=CC=NC=C1)C (4-dimethylaminopyridine). The solvent is C=1(C(=CC=CC1)C)C (xylene). Reaction conditions: time 1 hour. Product: COC=1C=C2C(=CC=NC2=CC1OC)OC1=CC=C(C=C1)C(=O)C1=CC2=C(C=C1)OCO2 ({4-[(6,7-Dimethoxy-4-quinolyl)oxy]phenyl}(3,4-methylenedioxyphenyl)methanone). The yield is 37.7%. RXN SMILES: [CH2:1]1[O:9][C:8]2[CH:7]=[CH:6][C:5]([C:10]([C:12]3[CH:17]=[CH:16][C:15]([OH:18])=[CH:14][CH:13]=3)=[O:11])=[CH:4][C:3]=2[O:2]1.Cl[C:20]1[C:29]2[C:24](=[CH:25][C:26]([O:32][CH3:33])=[C:27]([O:30][CH3:31])[CH:28]=2)[N:23]=[CH:22][CH:21]=1>CN(C)C1C=CN=CC=1.C1(C)C(C)=CC=CC=1>[CH3:31][O:30][C:27]1[CH:28]=[C:29]2[C:24](=[CH:25][C:26]=1[O:32][CH3:33])[N:23]=[CH:22][CH:21]=[C:20]2[O:18][C:15]1[CH:16]=[CH:17][C:12]([C:10]([C:5]2[CH:6]=[CH:7][C:8]3[O:9][CH2:1][O:2][C:3]=3[CH:4]=2)=[O:11])=[CH:13][CH:14]=1. Procedure: Under argon, 4-hydroxyphenyl 3, 4-methylenedioxyphenyl ketone (202 mg) obtained in Example 136 and 4-dimethylaminopyridine (112 mg) were added to xylene (2 ml), and the admixture was stirred at room temperature for 1 hour. 4-Chloro-6,7-dimethoxyquinoline (187 mg) was added, and the admixture was refluxed with heat for 20 hours. The reaction mixture was treated in the same manner as described in Example 124 to obtain 135 mg of the title compound (yield: 38%). Reactants: O=C1CCNc2ncc(Br)cc2CN1, Br, C=CC(=O)OC(C)(C)C, CCOCC, CC(=O)[O-], CC(=O)[O-], CN(C)C=O, [Pd+2]. Product: CC(C)(C)OC(=O)C=Cc1cnc2c(c1)CNC(=O)CCN2. Reaction SMILES: [Br:2][c:3]1[cH:4][c:5]2[c:6]([n:14][cH:15]1)[NH:7][CH2:8][CH2:9][C:10](=[O:13])[NH:11][CH2:12]2.[BrH:1].[C:16]([CH:17]=[CH2:18])(=[O:19])[O:20][C:21]([CH3:22])([CH3:23])[CH3:24].[CH3:39][CH2:40][O:41][CH2:42][CH3:43].[O-:31][C:32]([CH3:33])=[O:34].[O-:35][C:36]([CH3:37])=[O:38].[O:25]=[CH:26][N:27]([CH3:28])[CH3:29].[Pd+2:30]>>[c:3]1([CH:18]=[CH:17][C:16](=[O:19])[O:20][C:21]([CH3:22])([CH3:23])[CH3:24])[cH:4][c:5]2[c:6]([n:14][cH:15]1)[NH:7][CH2:8][CH2:9][C:10](=[O:13])[NH:11][CH2:12]2. Reactants: CO, CS(=O)(=O)NC1c2ccccc2CC1N=[N+]=[N-]. The product is CS(=O)(=O)NC1c2ccccc2CC1N. As a reaction SMILES: [CH3:18][OH:19].[N:1](=[N+:2]=[N-:3])[CH:4]1[CH:5]([NH:13][S:14](=[O:15])(=[O:16])[CH3:17])[c:6]2[cH:7][cH:8][cH:9][cH:10][c:11]2[CH2:12]1>>[NH2:1][CH:4]1[CH:5]([NH:13][S:14](=[O:15])(=[O:16])[CH3:17])[c:6]2[cH:7][cH:8][cH:9][cH:10][c:11]2[CH2:12]1. The reactants are CCOc1cc(C(C)(C)C)ncc1C1=NC(C)(c2ccc(Cl)cc2)C(C)(c2ccc(Cl)cc2)N1C(=O)N1CCC(CC(=O)O)CC1, CNc1ccccc1OC. Product: CCOc1cc(C(C)(C)C)ncc1C1=NC(C)(c2ccc(Cl)cc2)C(C)(c2ccc(Cl)cc2)N1C(=O)N1CCC(CC(=O)N(C)c2ccccc2OC)CC1. Reaction SMILES: [C:1]([CH3:2])([CH3:3])([CH3:4])[c:5]1[cH:6][c:7]([O:44][CH2:45][CH3:46])[c:8]([C:11]2=[N:15][C:14]([CH3:16])([c:17]3[cH:18][cH:19][c:20]([Cl:23])[cH:21][cH:22]3)[C:13]([CH3:24])([c:25]3[cH:26][cH:27][c:28]([Cl:31])[cH:29][cH:30]3)[N:12]2[C:32](=[O:33])[N:34]2[CH2:35][CH2:36][CH:37]([CH2:40][C:41](=[O:42])[OH:43])[CH2:38][CH2:39]2)[cH:9][n:10]1.[CH3:47][O:48][c:49]1[c:50]([NH:51][CH3:52])[cH:53][cH:54][cH:55][cH:56]1>>[C:1]([CH3:2])([CH3:3])([CH3:4])[c:5]1[cH:6][c:7]([O:44][CH2:45][CH3:46])[c:8]([C:11]2=[N:15][C:14]([CH3:16])([c:17]3[cH:18][cH:19][c:20]([Cl:23])[cH:21][cH:22]3)[C:13]([CH3:24])([c:25]3[cH:26][cH:27][c:28]([Cl:31])[cH:29][cH:30]3)[N:12]2[C:32](=[O:33])[N:34]2[CH2:35][CH2:36][CH:37]([CH2:40][C:41](=[O:43])[N:51]([c:50]3[c:49]([O:48][CH3:47])[cH:56][cH:55][cH:54][cH:53]3)[CH3:52])[CH2:38][CH2:39]2)[cH:9][n:10]1. Reactants: O=C(CBr)c1ccccc1, CO, Cc1ccccn1. Yields the product [Br-], Cc1cccc[n+]1CC(=O)c1ccccc1. RXN SMILES: [Br:8][CH2:9][C:10](=[O:11])[c:12]1[cH:13][cH:14][cH:15][cH:16][cH:17]1.[CH3:18][OH:19].[n:1]1[c:2]([CH3:7])[cH:3][cH:4][cH:5][cH:6]1>>[Br-:8].[n+:1]1([CH2:9][C:10](=[O:11])[c:12]2[cH:13][cH:14][cH:15][cH:16][cH:17]2)[c:2]([CH3:7])[cH:3][cH:4][cH:5][cH:6]1. The reactants are CC1=C(C(=O)OC(C)(C)C)C(c2ccccc2)C(C(=O)OC(C)(C)C)=C(C)N1, CCOC(C)=O, ClC(Cl)Cl, c1ccncc1. The product is CC1=C(C(=O)OC(C)(C)C)C(c2ccccc2)C2=C(COC2=O)N1. As a reaction SMILES: [CH3:1][C:2]1=[C:7]([C:8](=[O:9])[O:10][C:11]([CH3:12])([CH3:13])[CH3:14])[CH:6]([c:15]2[cH:16][cH:17][cH:18][cH:19][cH:20]2)[C:5]([C:21](=[O:22])[O:23][C:24]([CH3:25])([CH3:26])[CH3:27])=[C:4]([CH3:28])[NH:3]1.[CH3:39][CH2:40][O:41][C:42](=[O:43])[CH3:44].[CH:35]([Cl:36])([Cl:37])[Cl:38].[cH:29]1[cH:30][cH:31][n:32][cH:33][cH:34]1>>[CH3:1][C:2]1=[C:7]([C:8](=[O:9])[O:10][C:11]([CH3:12])([CH3:13])[CH3:14])[CH:6]([c:15]2[cH:16][cH:17][cH:18][cH:19][cH:20]2)[C:5]2=[C:4]([NH:3]1)[CH2:28][O:23][C:21]2=[O:22].